From a dataset of the Open Reaction Database (ORD), a public repository of structured organic reaction records. describe an organic reaction: reactants, conditions, products, and yield The reactants are CN1C=NC=C1 (1-methylimidazole), [Li]CCCC (n-BuLi), C(CN(CC(=O)O)CC(=O)O)N(CC(=O)O)CC(=O)O (EDTA), C(#N)C=1C=CC(=C(C1)S(=O)(=O)N)N (5-cyano-2-aminobenzenesulfonamide), C(#N)C=1C=CC(=C(C1)S(=O)(=O)N)N (5-cyano-2-aminobenzenesulfonamide), [OH-].[Na+] (NaOH). The reagents and catalysts are [Cl-].[Cl-].[Zn+2] (ZnCl2), C=1C=CC(=CC1)[P](C=2C=CC=CC2)(C=3C=CC=CC3)[Pd]([P](C=4C=CC=CC4)(C=5C=CC=CC5)C=6C=CC=CC6)([P](C=7C=CC=CC7)(C=8C=CC=CC8)C=9C=CC=CC9)[P](C=1C=CC=CC1)(C=1C=CC=CC1)C=1C=CC=CC1 (Pd(PPh3)4). Solvent: CO (MeOH), C(Cl)Cl (CH2Cl2), C1CCOC1 (THF). Reaction conditions: temperature -78 celsius, time 45 minute. Product: NC1=C(C=C(C=C1)C=1N(C=CN1)C)S(=O)(=O)N (2-amino-5-(1-methyl-1H-2-imidazolyl)-1-benzenesulfonamide). The yield is 75.3%. As a reaction SMILES: [CH3:1][N:2]1[CH:6]=[CH:5][N:4]=[CH:3]1.[Li]CCCC.C([C:14]1[CH:15]=[CH:16][C:17]([NH2:24])=[C:18]([S:20]([NH2:23])(=[O:22])=[O:21])[CH:19]=1)#N.C(N(CC(O)=O)CC(O)=O)CN(CC(O)=O)CC(O)=O.[OH-].[Na+]>C1COCC1.CO.C(Cl)Cl.[Cl-].[Cl-].[Zn+2].C1C=CC([P]([Pd]([P](C2C=CC=CC=2)(C2C=CC=CC=2)C2C=CC=CC=2)([P](C2C=CC=CC=2)(C2C=CC=CC=2)C2C=CC=CC=2)[P](C2C=CC=CC=2)(C2C=CC=CC=2)C2C=CC=CC=2)(C2C=CC=CC=2)C2C=CC=CC=2)=CC=1>[NH2:24][C:17]1[CH:16]=[CH:15][C:14]([C:3]2[N:2]([CH3:1])[CH:6]=[CH:5][N:4]=2)=[CH:19][C:18]=1[S:20]([NH2:23])(=[O:21])=[O:22] |f:4.5,9.10.11,^1:63,65,84,103|. Reported procedure: To a solution of 1-methylimidazole (4.8 ml, 60 mmol) in dry THF (120 ml) at −78° C. was added n-BuLi (2.5 M in hexane, 26 ml, 65 mmol) and the yellow mixture was stirred for 45 min at −78° C. A solution of ZnCl2 (2M in THF, 75 ml, 150 mmol) was added slowly and the cooling bath was removed. The colorless solution was stirred for another 10 min at 0° C. 5-Iodo-2-aminobenzenesulfonamide (see compound 37) (2.1 g, 7 mmol) and Pd(PPh3)4 (0.5 g, 5 mol %) was added and the mixture was refluxed for 6 h....